describe an organic reaction: reactants, conditions, products, and yield From a dataset of the Open Reaction Database (ORD), a public repository of structured organic reaction records. Starting materials: C(C)OC(C)=O (acetic ethyl ester), COC1=C(CN2C(=NC(=C2)C2=CC(=CC=C2)[N+](=O)[O-])N)C=CC=C1 (1-(2-methoxybenzyl)-4-(3-nitrophenyl)-1H-imidazole-2-ylamine), NN (hydrazine), hexahydrate, C(C)#N (acetonitrile). The reagents and catalysts are [Fe](Cl)(Cl)Cl (iron(III) chloride). Run in CO (methanol). Conditions: time 2 hour. The product is NC=1C=C(C=CC1)C=1N=C(N(C1)CC1=C(C=CC=C1)OC)N (4-(3-Aminophenyl)-1-(2-methoxybenzyl)-1H-imidazole-2-ylamine). Reaction SMILES: [CH3:1][O:2][C:3]1[CH:24]=[CH:23][CH:22]=[CH:21][C:4]=1[CH2:5][N:6]1[CH:10]=[C:9]([C:11]2[CH:16]=[CH:15][CH:14]=[C:13]([N+:17]([O-])=O)[CH:12]=2)[N:8]=[C:7]1[NH2:20].C(#N)C.NN.C(OC(=O)C)C>CO.[Fe](Cl)(Cl)Cl>[NH2:17][C:13]1[CH:12]=[C:11]([C:9]2[N:8]=[C:7]([NH2:20])[N:6]([CH2:5][C:4]3[CH:21]=[CH:22][CH:23]=[CH:24][C:3]=3[O:2][CH3:1])[CH:10]=2)[CH:16]=[CH:15][CH:14]=1. Procedure: 51.1 A mixture of 2.5 g 1-(2-methoxybenzyl)-4-(3-nitrophenyl)-1H-imidazole-2-ylamine (7.7 mmol, Example 45), 2.5 g activated carbon, 30 mg iron(III) chloride (in the form of the hexahydrate) in 100 mL methanol, and 20 mL acetonitrile was heated at reflux, slowly combined with 50 mL hydrazine, and then stirred for an additional 2 hr under reflux. The batch was filtered, concentrated, taken up in acetic ethyl ester, extracted with water, and the organic phase was dried (Na2SO4) and concentrated. T... Reactants: Cc1ccc(S(=O)(=O)n2nc(C)c3cc(Br)c(NC(=O)N4C=CC(=O)CC4c4ccc(F)cc4)cc32)cc1, CSC, O=C(O)C(F)(F)F. Yields the product Cc1n[nH]c2cc(NC(=O)N3C=CC(=O)CC3c3ccc(F)cc3)c(Br)cc12. Reaction SMILES: [Br:1][c:2]1[cH:3][c:4]2[c:5]([CH3:38])[n:6][n:7]([S:28]([c:29]3[cH:30][cH:31][c:32]([CH3:33])[cH:34][cH:35]3)(=[O:36])=[O:37])[c:8]2[cH:9][c:10]1[NH:11][C:12](=[O:13])[N:14]1[CH:15]([c:21]2[cH:22][cH:23][c:24]([F:27])[cH:25][cH:26]2)[CH2:16][C:17](=[O:20])[CH:18]=[CH:19]1.[CH3:46][S:47][CH3:48].[OH:39][C:40]([C:41]([F:42])([F:43])[F:44])=[O:45]>>[Br:1][c:2]1[cH:3][c:4]2[c:5]([CH3:38])[n:6][nH:7][c:8]2[cH:9][c:10]1[NH:11][C:12](=[O:13])[N:14]1[CH:15]([c:21]2[cH:22][cH:23][c:24]([F:27])[cH:25][cH:26]2)[CH2:16][C:17](=[O:20])[CH:18]=[CH:19]1. Starting materials: C[Si](C)(C)CCOCCl, CCCCCC, CN(C)C=O, [H-], [Na+], O=Cc1ncc[nH]1. Yields the product C[Si](C)(C)CCOCn1ccnc1C=O. RXN SMILES: [CH3:15][Si:16]([CH2:17][CH2:18][O:19][CH2:20][Cl:21])([CH3:22])[CH3:23].[CH3:24][CH2:25][CH2:26][CH2:27][CH2:28][CH3:29].[CH3:3][N:4]([CH3:5])[CH:6]=[O:7].[H-:1].[Na+:2].[nH:8]1[c:9]([CH:13]=[O:14])[n:10][cH:11][cH:12]1>>[n:8]1([CH2:20][O:19][CH2:18][CH2:17][Si:16]([CH3:15])([CH3:22])[CH3:23])[c:9]([CH:13]=[O:14])[n:10][cH:11][cH:12]1. The reactants are OCC(=O)C1=CC(=C(C=C1)Cl)Cl (2-hydroxy-3′,4′-dichloroacetophenone), [O-]C#N.[K+] (potassium cyanate), CC(C)O (2-propanol). Run in C(C)(=O)O (acetic acid). Reaction conditions: temperature 50 celsius, time 2 hour. The product is ClC=1C=C(C=CC1Cl)C=1NC(OC1)=O (4-(3,4-Dichlorophenyl)-2-oxazolone). Yield: 51.9%. RXN SMILES: [OH:1][CH2:2][C:3]([C:5]1[CH:10]=[CH:9][C:8]([Cl:11])=[C:7]([Cl:12])[CH:6]=1)=O.[O-:13][C:14]#[N:15].[K+].CC(O)C>C(O)(=O)C>[Cl:12][C:7]1[CH:6]=[C:5]([C:3]2[NH:15][C:14](=[O:13])[O:1][CH:2]=2)[CH:10]=[CH:9][C:8]=1[Cl:11] |f:1.2|. Procedure: A mixture of 2-hydroxy-3′,4′-dichloroacetophenone (10.3 g), potassium cyanate (8.1 g) and 2-propanol (100 mL) was heated to 50° C., and acetic acid (6.0 g) was slowly added dropwise. The mixture was stirred at 50° C. for 2 h. The reaction mixture was concentrated and poured into iced water (200 mL). The precipitated solid was collected by filtration, washed with water and air-dried to give the title compound as crystals (6.0 g, 52%). Recrystallization from tetrahydrofuran-hexane gave pale-yellow... Reactants: CC#CCO, BrCc1ccc2c(c1)OCO2, [Ca+2], [Cl-], [Cl-], CC(Cl)Cl. The product is CC#CCOCc1ccc2c(c1)OCO2. As a reaction SMILES: [CH2:15]([C:16]#[C:17][CH3:18])[OH:19].[CH2:4]([c:5]1[cH:6][c:7]2[c:11]([cH:12][cH:13]1)[O:10][CH2:9][O:8]2)[Br:14].[Ca+2:3].[Cl-:1].[Cl-:2].[Cl:20][CH:21]([Cl:22])[CH3:23]>>[CH2:4]([c:5]1[cH:6][c:7]2[c:11]([cH:12][cH:13]1)[O:10][CH2:9][O:8]2)[O:19][CH2:15][C:16]#[C:17][CH3:18]. Starting materials: C([O-])([O-])=O.[K+].[K+] (potassium carbonate), FC(CN1S(C(=C(C2=C1N=CS2)O)C2=C(C=CC=C2)I)(=O)=O)F (1-(2,2-difluoroethyl)-3-(2-iodophenyl)-1H-[1,3]thiazolo[4,5-c][1,2]thiazin-4-ol 2,2-dioxide), C(C#C)Br (propargyl bromide). Run in CN(C)C=O (DMF). Reaction conditions: time 5 minute. The product is FC(CN1S(C(=C(C2=C1N=CS2)OCC#C)C2=C(C=CC=C2)I)(=O)=O)F (1-(2,2-difluoroethyl)-3-(2-iodophenyl)-4-(prop-2-yn-1-yloxy)-1H-[1,3]thiazolo[4,5-c][1,2]thiazine 2,2-dioxide). As a reaction SMILES: [F:1][CH:2]([F:23])[CH2:3][N:4]1[C:9]2[N:10]=[CH:11][S:12][C:8]=2[C:7]([OH:13])=[C:6]([C:14]2[CH:19]=[CH:18][CH:17]=[CH:16][C:15]=2[I:20])[S:5]1(=[O:22])=[O:21].C(=O)([O-])[O-].[K+].[K+].[CH2:30](Br)[C:31]#[CH:32]>CN(C=O)C>[F:23][CH:2]([F:1])[CH2:3][N:4]1[C:9]2[N:10]=[CH:11][S:12][C:8]=2[C:7]([O:13][CH2:32][C:31]#[CH:30])=[C:6]([C:14]2[CH:19]=[CH:18][CH:17]=[CH:16][C:15]=2[I:20])[S:5]1(=[O:21])=[O:22] |f:1.2.3|. Procedure details: 150 mg (0.3 mmol) of 1-(2,2-difluoroethyl)-3-(2-iodophenyl)-1H-[1,3]thiazolo[4,5-c][1,2]thiazin-4-ol 2,2-dioxide (compound I-a-14) were dissolved in 3 ml of DMF, and 85 mg of potassium carbonate were added at RT. The reaction mixture was stirred at RT for 5 min, and then 0.035 ml (0.46 mmol) of propargyl bromide was added dropwise. The reaction mixture was stirred at 90° C. for 4 h, then poured onto water and extracted repeatedly with ethyl acetate. The combined organic phases were dried (sodium...